From a dataset of the Open Reaction Database (ORD), a public repository of structured organic reaction records. describe an organic reaction: reactants, conditions, products, and yield Starting materials: O([Na])C (NaOCH3), C(#N)C=1N=C(SC1)CNC(OC(C)(C)C)=O (tert-butyl (4-cyano-1,3-thiazol-2-yl)methylcarbamate), O (H2O), Cl.Cl.C1(=C(C=CC=C1)N)N (1,2-phenylenediamine bishydrochloride). The solvent is CO (CH3OH). Run at time 2 hour. Yields the product N1C(=NC2=C1C=CC=C2)C=2N=C(SC2)CNC(OC(C)(C)C)=O (tert-Butyl [4-(1H-benzimidazol-2-yl)-1,3-thiazol-2-yl]methyl-carbamate). RXN SMILES: O(C)[Na].[C:4]([C:6]1[N:7]=[C:8]([CH2:11][NH:12][C:13](=[O:19])[O:14][C:15]([CH3:18])([CH3:17])[CH3:16])[S:9][CH:10]=1)#[N:5].Cl.Cl.[C:22]1(N)[CH:27]=[CH:26][CH:25]=[CH:24][C:23]=1[NH2:28].O>CO>[NH:5]1[C:22]2[CH:27]=[CH:26][CH:25]=[CH:24][C:23]=2[N:28]=[C:4]1[C:6]1[N:7]=[C:8]([CH2:11][NH:12][C:13](=[O:19])[O:14][C:15]([CH3:16])([CH3:18])[CH3:17])[S:9][CH:10]=1 |f:2.3.4|. Procedure: In analogy to the preparation of 8, 1.89 g of a 30% NaOCH3 solution were added to tert-butyl (4-cyano-1,3-thiazol-2-yl)methylcarbamate (2.5 g; 10.45 mmol) in 25 ml of CH3OH, and the mixture was stirred at room temperature for 2 h. Addition of 1.9 g of 1,2-phenylenediamine bishydrochloride was followed by stirring overnight, and then the reaction mixture was added to 100 ml of H2O, and the solid resulting after filtration was dried in vacuo. The reactants are ClC1=CC=C(C=C1)C(C=1C=C2C(=CC(NC2=CC1)=O)Br)C1=CC=C(C=C1)Cl (6-[bis(4-chlorophenyl)methyl]-4-bromo-1,2-dihydroquinolin-2-one), C([O-])([O-])=O.[K+].[K+] (potassium carbonate), CI (CH3I). Run in CN(C=O)C (N,N-dimethylformamide). Reaction conditions: time 1 hour. Product: ClC1=CC=C(C=C1)C(C=1C=C2C(=CC(N(C2=CC1)C)=O)Br)C1=CC=C(C=C1)Cl (6-[bis(4-chlorophenyl)methyl]-4-bromo-1-methyl-1,2-dihydroquinolin-2-one). As a reaction SMILES: [Cl:1][C:2]1[CH:7]=[CH:6][C:5]([CH:8]([C:21]2[CH:26]=[CH:25][C:24]([Cl:27])=[CH:23][CH:22]=2)[C:9]2[CH:10]=[C:11]3[C:16](=[CH:17][CH:18]=2)[NH:15][C:14](=[O:19])[CH:13]=[C:12]3[Br:20])=[CH:4][CH:3]=1.[C:28](=O)([O-])[O-].[K+].[K+].CI>CN(C)C=O>[Cl:1][C:2]1[CH:3]=[CH:4][C:5]([CH:8]([C:21]2[CH:26]=[CH:25][C:24]([Cl:27])=[CH:23][CH:22]=2)[C:9]2[CH:10]=[C:11]3[C:16](=[CH:17][CH:18]=2)[N:15]([CH3:28])[C:14](=[O:19])[CH:13]=[C:12]3[Br:20])=[CH:6][CH:7]=1 |f:1.2.3|. Procedure details: Into a 50-mL round-bottom flask, was placed a solution of 6-[bis(4-chlorophenyl)methyl]-4-bromo-1,2-dihydroquinolin-2-one (700 mg, 1.52 mmol, 1.00 equip) in N,N-dimethylformamide (15 mL), potassium carbonate (630 mg, 4.56 mmol, 3.00 equip), and CH3I (0.33 g, 1.50 equip). The resulting solution was stirred for 1 h at room temperature. The reaction was then quenched by the addition of water (30 mL). The resulting solution was extracted with ethyl acetate (3×50 mL) and the organic layers combined. ... Procedure: 6-Nitroindanone [J. Med. Chem., 19, 1976, 472–475] (900 mg, 5.0 mmol) was suspended in dichloromethane (25 ml) and trifluoromethanesulphonic acid (0.05 ml) added. The resulting solution was cooled on ice. In a second flask, m-chloroperoxybenzoic acid [55%, Aldrich] (10 g) was suspended in dichloromethane and stirred for several minutes. The insoluble material was removed by filtration through a hydrophobic membrane and the filtrate evaporated to give a white powder. A portion of this material (2... Yields the product [N+](=O)([O-])C1=CC=C2CCC(OC2=C1)=O (7-nitro-chroman-2-one). Reaction SMILES: [N+:1]([C:4]1[CH:12]=[C:11]2[C:7]([CH2:8][CH2:9][C:10]2=[O:13])=[CH:6][CH:5]=1)([O-:3])=[O:2].FC(F)(F)S(O)(=O)=[O:17].ClC1C=C(C=CC=1)C(OO)=O.C1(=O)C2C(=CC=CC=2)CC1>ClCCl.S(OS([O-])=O)([O-])=O.[Na+].[Na+]>[N+:1]([C:4]1[CH:12]=[C:11]2[C:7]([CH2:8][CH2:9][C:10](=[O:13])[O:17]2)=[CH:6][CH:5]=1)([O-:3])=[O:2] |f:5.6.7|. The reactants are [N+](=O)([O-])C1=CC=C2CCC(C2=C1)=O (6-Nitroindanone), ClC=1C=C(C(=O)OO)C=CC1 (m-chloroperoxybenzoic acid), FC(S(=O)(=O)O)(F)F (trifluoromethanesulphonic acid), material, C1(CCC2=CC=CC=C12)=O (indanone), resultant suspension. The solvent is ClCCl (dichloromethane), ClCCl (dichloromethane), S(=O)([O-])OS(=O)[O-].[Na+].[Na+] (sodium disulphite), ClCCl (dichloromethane). Reactants: COC1=NC=2C=C(C(=C(C2N=C1OC)C(=O)Cl)C)[N+](=O)[O-] (2,3-Dimethoxy-6-methyl-7-nitro-quinoxaline-5-carbonyl chloride), N1CCNCCC1 (homopiperazine). Run at time 30 hour. Procedure details: Prepared from 2,3-dimethoxy-6-methyl-7-nitro-quinoxaline-5-carbonyl chloride (13) 250 mg (0.80 mmol) and homopiperazine 160 mg (1.60 mmol). Reaction was continued for 30 hours, and the crude product was eluted through a flash column (8% methanol in chloroform), 260 mg (87%), mp 141-143° C.; 1H NMR (CDCl3): δ 8.29 (s, 1H), 4.03 (s, 3H), 3.93 (br s, 7H), 3.02 (br s, 2H), 2.82 (t, 2H, J=5.4, J=5.6 Hz), 2.54 (s, 3H), 1.88 (t, 2H, J=5.6, 5.4 Hz), 1.79 (bs, 1H); MS (APCI): m/z 376 (M+H). Yields the product N1(CCNCCC1)C(=O)C1=C2N=C(C(=NC2=CC(=C1C)[N+](=O)[O-])OC)OC ([1,4]Diazepan-1-yl-(2,3-dimethoxy-6-methyl-7-nitro-quinoxalin-5-yl)methanone). As a reaction SMILES: [CH3:1][O:2][C:3]1[C:12]([O:13][CH3:14])=[N:11][C:10]2[C:9]([C:15](Cl)=[O:16])=[C:8]([CH3:18])[C:7]([N+:19]([O-:21])=[O:20])=[CH:6][C:5]=2[N:4]=1.[NH:22]1[CH2:28][CH2:27][CH2:26][NH:25][CH2:24][CH2:23]1>>[N:22]1([C:15]([C:9]2[C:8]([CH3:18])=[C:7]([N+:19]([O-:21])=[O:20])[CH:6]=[C:5]3[C:10]=2[N:11]=[C:12]([O:13][CH3:14])[C:3]([O:2][CH3:1])=[N:4]3)=[O:16])[CH2:28][CH2:27][CH2:26][NH:25][CH2:24][CH2:23]1. Reactants: [N-]=[N+]=NCc1ccccc1-c1csnn1, C1CCOC1, O, c1ccc(P(c2ccccc2)c2ccccc2)cc1. Reaction SMILES: [N:1](=[N+:2]=[N-:3])[CH2:4][c:5]1[c:6](-[c:11]2[n:12][n:13][s:14][cH:15]2)[cH:7][cH:8][cH:9][cH:10]1.[O:36]1[CH2:37][CH2:38][CH2:39][CH2:40]1.[OH2:35].[c:16]1([P:17]([c:18]2[cH:19][cH:20][cH:21][cH:22][cH:23]2)[c:24]2[cH:25][cH:26][cH:27][cH:28][cH:29]2)[cH:30][cH:31][cH:32][cH:33][cH:34]1>>[NH2:1][CH2:4][c:5]1[c:6](-[c:11]2[n:12][n:13][s:14][cH:15]2)[cH:7][cH:8][cH:9][cH:10]1. Yields the product NCc1ccccc1-c1csnn1. Reactants: COCCBr, O=C([O-])[O-], [Cs+], [Cs+], O=[N+]([O-])c1ccc2[nH]ccc2c1, CN(C)C=O, O. The product is COCCn1ccc2cc([N+](=O)[O-])ccc21. Reaction SMILES: [Br:19][CH2:20][CH2:21][O:22][CH3:23].[C:13](=[O:14])([O-:15])[O-:16].[Cs+:17].[Cs+:18].[N+:1](=[O:2])([O-:3])[c:4]1[cH:5][c:6]2[cH:7][cH:8][nH:9][c:10]2[cH:11][cH:12]1.[O:25]=[CH:26][N:27]([CH3:28])[CH3:29].[OH2:24]>>[N+:1](=[O:2])([O-:3])[c:4]1[cH:5][c:6]2[cH:7][cH:8][n:9]([CH2:20][CH2:21][O:22][CH3:23])[c:10]2[cH:11][cH:12]1. The reactants are COC(C1=CC(=CC(=C1)O)OCOC)=O (5-hydroxy-3-methoxymethoxybenzoic acid methyl ester), NC1=NN(C=C1)C (3-amino-1-methyl-1H-pyrazole), IC=1C=NC=CC1 (3-iodopyridine), O([Si](C)(C)C(C)(C)C)C[C@@H](C)O ((2R)-1-(t-butyldimethylsiloxy)-2-hydroxypropane). The product is OCC(OC=1C=C(C=C(C(=O)NC2=NN(C=C2)C)C1)OC=1C=NC=CC1)C (5-(2-hydroxy-1-methyl-ethoxy)-N-(1-methyl-1H-pyrazol-3-yl)-3-(pyridin-3-yloxy)benzamide). Reaction SMILES: CO[C:3](=[O:15])[C:4]1[CH:9]=[C:8]([OH:10])[CH:7]=[C:6](OCOC)[CH:5]=1.I[C:17]1[CH:18]=[N:19][CH:20]=[CH:21][CH:22]=1.[O:23]([CH2:31][C@H:32]([OH:34])[CH3:33])[Si](C(C)(C)C)(C)C.[NH2:35][C:36]1[CH:40]=[CH:39][N:38]([CH3:41])[N:37]=1>>[OH:23][CH2:31][CH:32]([CH3:33])[O:34][C:6]1[CH:7]=[C:8]([O:10][C:17]2[CH:18]=[N:19][CH:20]=[CH:21][CH:22]=2)[CH:9]=[C:4]([CH:5]=1)[C:3]([NH:35][C:36]1[CH:40]=[CH:39][N:38]([CH3:41])[N:37]=1)=[O:15]. Reported procedure: The compound of Production Example 161 was obtained as a white amorphous substance using 5-hydroxy-3-methoxymethoxybenzoic acid methyl ester, 3-iodopyridine, (2R)-1-(t-butyldimethylsiloxy)-2-hydroxypropane and 3-amino-1-methyl-1H-pyrazole, by the same method as in Production Example 117, a corresponding method, or a combination thereof with an ordinary method.